Dataset: the Open Reaction Database (ORD), a public repository of structured organic reaction records. Task: describe an organic reaction: reactants, conditions, products, and yield Reactants: ClC=1C=CC(=NC1)N (5-chloro-2-aminopyridine), ClC1=C(C(=O)NC(=O)Cl)C(=CC=C1)F (2-chloro-6-fluorobenzamidocarboxylic acid chloride), hydrogen halide. Product: ClC1=C(C(=O)NC(=O)NC2=NC=C(C=C2)Cl)C(=CC=C1)F (1-(2-CHLORO-6-FLUOROBENZOYL)-3-(5-CHLORO-2-PYRIDINYL)UREA). As a reaction SMILES: [Cl:1][C:2]1[CH:3]=[CH:4][C:5]([NH2:8])=[N:6][CH:7]=1.[Cl:9][C:10]1[CH:21]=[CH:20][CH:19]=[C:18]([F:22])[C:11]=1[C:12]([NH:14][C:15](Cl)=[O:16])=[O:13]>>[Cl:9][C:10]1[CH:21]=[CH:20][CH:19]=[C:18]([F:22])[C:11]=1[C:12]([NH:14][C:15]([NH:8][C:5]1[CH:4]=[CH:3][C:2]([Cl:1])=[CH:7][N:6]=1)=[O:16])=[O:13]. Reported procedure: A portion of 5-chloro-2-aminopyridine is reacted with 2-chloro-6-fluorobenzamidocarboxylic acid chloride in the presence of a hydrogen halide acceptor as described in Example 12. The product, named in the heading above, is isolated as described in Example 12 to obtain the desired compound, identical to the product of Example 3. Starting materials: C(#N)C=1C(=CC(=C(C(=O)OC)C1)C1CCC1)C (methyl 5-cyano-2-cyclobutyl-4-methylbenzoate), NN (hydrazine). Solvent: CCO (EtOH). Reaction conditions: temperature 90 celsius. Product: C(#N)C=1C(=CC(=C(C(=O)NN)C1)C1CCC1)C (5-Cyano-2-cyclobutyl-4-methylbenzohydrazide). Reaction SMILES: [C:1]([C:3]1[C:4]([CH3:17])=[CH:5][C:6]([CH:13]2[CH2:16][CH2:15][CH2:14]2)=[C:7]([CH:12]=1)[C:8](OC)=[O:9])#[N:2].[NH2:18][NH2:19]>CCO>[C:1]([C:3]1[C:4]([CH3:17])=[CH:5][C:6]([CH:13]2[CH2:16][CH2:15][CH2:14]2)=[C:7]([CH:12]=1)[C:8]([NH:18][NH2:19])=[O:9])#[N:2]. Procedure: To a solution of methyl 5-cyano-2-cyclobutyl-4-methylbenzoate (219.4, 2.0 g, 8.73 mmol) in EtOH (10 ml) was added anhydrous hydrazine (2 ml, excess) at room temperature. The mixture was heated at 90° C. overnight. After cooling to ambient temperature, the mixture was partitioned between water (60 ml) and EtOAc (200 ml). The EtOAc layer was washed with water (×2), brine, dried with Na2SO4, and concentrated to give the product as a white solid. Yield: 1.9 g, 95%. m/z (ES+) 230 (M+H)+. 1H NMR (400 ... Run in N1=CC=CC=C1 (pyridine). As a reaction SMILES: [NH2:1][CH2:2][CH2:3][CH2:4][N:5]([C:9]1[CH:14]=[CH:13][CH:12]=[CH:11][N:10]=1)[CH2:6][CH2:7][CH3:8].CS[C:17]1[NH:22][C:21](=[O:23])[C:20]([CH2:24][CH:25]2[CH2:30][CH2:29][CH2:28][CH2:27][CH2:26]2)=[CH:19][N:18]=1>N1C=CC=CC=1>[CH2:6]([N:5]([CH2:4][CH2:3][CH2:2][NH:1][C:17]1[NH:22][C:21](=[O:23])[C:20]([CH2:24][CH:25]2[CH2:26][CH2:27][CH2:28][CH2:29][CH2:30]2)=[CH:19][N:18]=1)[C:9]1[CH:14]=[CH:13][CH:12]=[CH:11][N:10]=1)[CH2:7][CH3:8]. Procedure: 2-[N-(3-aminopropyl)-N-propylamino]pyridine (1.09 g) and 2-methylthio-5-cyclohexylmethylpyrimid-4-one (0.9 g) were heated together under reflux in pyridine (2.5 ml) for 28 hr. After stripping, the residue was triturated with ether and crystallized twice from ethanol/water to give 2-[3-(N-propyl-N-pyrid-2-ylamino)propylamino]-5-cyclohexylmethylpyrimid-4-one 0.5 H2O, 1.14 g (78%) m.p. 103°-106° C. The reactants are NCCCN(CCC)C1=NC=CC=C1 (2-[N-(3-aminopropyl)-N-propylamino]pyridine), CSC1=NC=C(C(N1)=O)CC1CCCCC1 (2-methylthio-5-cyclohexylmethylpyrimid-4-one). The product is C(CC)N(C1=NC=CC=C1)CCCNC1=NC=C(C(N1)=O)CC1CCCCC1 (2-[3-(N-propyl-N-pyrid-2-ylamino)propylamino]-5-cyclohexylmethylpyrimid-4-one). As a reaction SMILES: [N:1]12[CH2:8][CH2:7][CH:4]([CH2:5][CH2:6]1)[C@@H:3]([NH:9][C:10]([C:12]1[O:13][C:14]3[C:20]([C:21]4[CH:26]=[CH:25][CH:24]=[CH:23][C:22]=4[O:27][CH3:28])=[CH:19][CH:18]=[CH:17][C:15]=3[CH:16]=1)=[O:11])[CH2:2]2.[C:29]([OH:34])(=[O:33])[C:30]([OH:32])=[O:31]>CC(C)=O.C(O)(C)C>[C:29]([OH:34])(=[O:33])[C:30]([OH:32])=[O:31].[N:1]12[CH2:6][CH2:5][CH:4]([CH2:7][CH2:8]1)[C@@H:3]([NH:9][C:10]([C:12]1[O:13][C:14]3[C:20]([C:21]4[CH:26]=[CH:25][CH:24]=[CH:23][C:22]=4[O:27][CH3:28])=[CH:19][CH:18]=[CH:17][C:15]=3[CH:16]=1)=[O:11])[CH2:2]2 |f:4.5|. The product is C(C(=O)O)(=O)O.N12C[C@@H](C(CC1)CC2)NC(=O)C=2OC1=C(C2)C=CC=C1C1=C(C=CC=C1)OC (N-[(3R)-1-Azabicyclo[2.2.2]oct-3-yl]-7-(2-methoxyphenyl)-1-benzofuran-2-carboxamide oxalate). Conditions: temperature 50 celsius, time 30 minute. Run in CC(=O)C (acetone), C(C)(C)O (isopropanol). Reactants: N12C[C@@H](C(CC1)CC2)NC(=O)C=2OC1=C(C2)C=CC=C1C1=C(C=CC=C1)OC (N-[(3R)-1-Azabicyclo[2.2.2]oct-3-yl]-7-[2-(methoxy)phenyl]-1-benzofuran-2-carboxamide), C(C(=O)O)(=O)O (oxalic acid). Reported procedure: 95.9 mg (0.25 mmol) of N-[(3R)-1-azabicyclo[2.2.2]oct-3-yl]-7-(2-methoxyphenyl)-1-benzofuran-2-carboxamide (Example 130) are dissolved in 1.5 ml of acetone. After addition of 22.9 mg (0.25 mmol) of oxalic acid in 1 ml of hot isopropanol, the mixture is stirred at 50° C. for 30 min and then concentrated, and the residue is dried under high vacuum. 117.6 mg (99% of theory) of the title compound are obtained. Reactants: FC(C1=CC=C(CN2N=C3N(N=C(C(=C3C3=CC=C(C=C3)Cl)C3=CC=C(C=C3)Cl)Cl)C2=O)C=C1)(F)F (2-(4-(trifluoromethyl)benzyl)-6-chloro-7,8-bis(4-chlorophenyl)-[1,2,4]triazolo[4,3-b]pyridazin-3(2H)-one), CN (methyl amine). Solvent: O (water), C1CCOC1 (THF). Product: FC(C1=CC=C(CN2N=C3N(N=C(C(=C3C3=CC=C(C=C3)Cl)C3=CC=C(C=C3)Cl)NC)C2=O)C=C1)(F)F (2-(4-(Trifluoromethyl)benzyl)-7,8-bis(4-chlorophenyl)-6-(methylamino)-[1,2,4]triazolo[4,3-b]pyridazin-3(2H)-one). Reaction SMILES: [F:1][C:2]([F:36])([F:35])[C:3]1[CH:34]=[CH:33][C:6]([CH2:7][N:8]2[C:31](=[O:32])[N:11]3[N:12]=[C:13](Cl)[C:14]([C:23]4[CH:28]=[CH:27][C:26]([Cl:29])=[CH:25][CH:24]=4)=[C:15]([C:16]4[CH:21]=[CH:20][C:19]([Cl:22])=[CH:18][CH:17]=4)[C:10]3=[N:9]2)=[CH:5][CH:4]=1.[CH3:37][NH2:38]>C1COCC1.O>[F:1][C:2]([F:36])([F:35])[C:3]1[CH:4]=[CH:5][C:6]([CH2:7][N:8]2[C:31](=[O:32])[N:11]3[N:12]=[C:13]([NH:38][CH3:37])[C:14]([C:23]4[CH:24]=[CH:25][C:26]([Cl:29])=[CH:27][CH:28]=4)=[C:15]([C:16]4[CH:21]=[CH:20][C:19]([Cl:22])=[CH:18][CH:17]=4)[C:10]3=[N:9]2)=[CH:33][CH:34]=1. Reported procedure: A mixture of 2-(4-(trifluoromethyl)benzyl)-6-chloro-7,8-bis(4-chlorophenyl)-[1,2,4]triazolo[4,3-b]pyridazin-3(2H)-one (50 mg, 0.091 mmol), prepared as described in Example 3, and 2.0 M methyl amine in THF (0.4 mL) was stirred at reflux for 12 h. After this time, the reaction mixture was cooled to RT and diluted with water (5 mL). The resultant solution was extracted with EtOAc (5 mL×3). The combined organic layers were washed with water (5 mL×2) followed by saturated aqueous NaCl (5 mL×2). The o... As a reaction SMILES: [C:1]1(=[O:8])[CH2:2][CH2:3][CH2:4][C:5](=[O:6])[O:7]1.[N:9]1([C:14](=[O:15])[CH2:16][N:17]2[CH2:18][CH2:19][NH:20][CH2:21][CH2:22]2)[CH2:10][CH2:11][CH2:12][CH2:13]1.[O:23]1[CH2:24][CH2:25][O:26][CH2:27][CH2:28]1>>[C:1]([CH2:2][CH2:3][CH2:4][C:5](=[O:6])[N:20]1[CH2:19][CH2:18][N:17]([CH2:16][C:14]([N:9]2[CH2:10][CH2:11][CH2:12][CH2:13]2)=[O:15])[CH2:22][CH2:21]1)([OH:7])=[O:8]. Reactants: O=C1CCCC(=O)O1, O=C(CN1CCNCC1)N1CCCC1, C1COCCO1. The product is O=C(O)CCCC(=O)N1CCN(CC(=O)N2CCCC2)CC1. Starting materials: OC1=C(C=C(C=C1)[N+](=O)[O-])C(=O)N1CCN(CC1)C1=CC=C(C=C1)C(F)(F)F ((2-Hydroxy-5-nitro-phenyl)-[4-(4-trifluoromethyl-phenyl)-piperazin-1-yl]-methanone), C([O-])([O-])=O.[K+].[K+] (potassium carbonate), BrCCCC (1-bromobutane). Solvent: CC(=O)N(C)C (dimethylacetamide). The product is C(CCC)OC1=C(C=C(C=C1)[N+](=O)[O-])C(=O)N1CCN(CC1)C1=CC=C(C=C1)C(F)(F)F ((2-Butoxy-5-nitro-phenyl)-[4-(4-trifluoromethyl-phenyl)-piperazin-1-yl]-methanone). RXN SMILES: [OH:1][C:2]1[CH:7]=[CH:6][C:5]([N+:8]([O-:10])=[O:9])=[CH:4][C:3]=1[C:11]([N:13]1[CH2:18][CH2:17][N:16]([C:19]2[CH:24]=[CH:23][C:22]([C:25]([F:28])([F:27])[F:26])=[CH:21][CH:20]=2)[CH2:15][CH2:14]1)=[O:12].C(=O)([O-])[O-].[K+].[K+].Br[CH2:36][CH2:37][CH2:38][CH3:39]>CC(N(C)C)=O>[CH2:36]([O:1][C:2]1[CH:7]=[CH:6][C:5]([N+:8]([O-:10])=[O:9])=[CH:4][C:3]=1[C:11]([N:13]1[CH2:18][CH2:17][N:16]([C:19]2[CH:24]=[CH:23][C:22]([C:25]([F:28])([F:27])[F:26])=[CH:21][CH:20]=2)[CH2:15][CH2:14]1)=[O:12])[CH2:37][CH2:38][CH3:39] |f:1.2.3|. Reported procedure: A solution of (2-Hydroxy-5-nitro-phenyl)-[4-(4-trifluoromethyl-phenyl)-piperazin-1-yl]-methanone (50 mg), potassium carbonate (87 mg) and 1-bromobutane (0.15 mL) in dimethylacetamide (0.3 mL) was heated at 150° C. for 15 minutes in a microwave oven. The reaction mixture was then concentrated and purified by column chromatography (SiO2) to give the title compound (55 mg).